Task: describe an organic reaction: reactants, conditions, products, and yield. Dataset: the Open Reaction Database (ORD), a public repository of structured organic reaction records Reactants: [Li+].[OH-] (LiOH), carboxylic acid, ClC=1C(=CC=C2C(=CC(=NC12)C(=O)OC)O)OC (methyl 8-chloro-4-hydroxy-7-methoxyquinoline-2-carboxylate), CO (MeOH). Solvent: C1CCOC1 (THF). Yields the product ClC=1C(=CC=C2C(=CC(=NC12)C(=O)O)O)OC (8-chloro-4-hydroxy-7-methoxyquinoline-2-carboxylic acid). Yield: 93.5%. RXN SMILES: [Cl:1][C:2]1[C:3]([O:17][CH3:18])=[CH:4][CH:5]=[C:6]2[C:11]=1[N:10]=[C:9]([C:12]([O:14]C)=[O:13])[CH:8]=[C:7]2[OH:16].CO.[Li+].[OH-]>C1COCC1>[Cl:1][C:2]1[C:3]([O:17][CH3:18])=[CH:4][CH:5]=[C:6]2[C:11]=1[N:10]=[C:9]([C:12]([OH:14])=[O:13])[CH:8]=[C:7]2[OH:16] |f:2.3|. Procedure details: To a solution of methyl 8-chloro-4-hydroxy-7-methoxyquinoline-2-carboxylate 214 (36.5 g, 0.145 mol) in a mixture of 1:1 of MeOH:THF (160 mL total) was added a solution of LiOH (30.5 g, 0.725 mol) in H20 (80 mL). The mixture was stirred at room temperature for an hour when LCMS analysis showed complete conversion to the carboxylic acid. The reaction was worked up by removal of the volatiles and adjusting the pH of the solution to 6 using aqueous 6N HCl. The resulted gummy residue was filtered and... Starting materials: [H-].[Na+] (Sodium hydride), COC(C(C1=CC=C(C=C1)O)=O)=O (4-hydroxy-alpha-oxobenzeneacetic acid methyl ester), ClCC(=O)C1=CC=CC2=CC=CC=C12 (2-chloro-1-(1-naphthalenyl)ethanone). Run in CN(C=O)C (dimethylformamide), CN(C=O)C (dimethylformamide). Conditions: temperature 60 celsius, time 8 hour. Yields the product COC(C(C1=CC=C(C=C1)OCC(=O)C1=CC=CC2=CC=CC=C12)=O)=O (4-[2-(1 -naphthalenyl)-2-oxoethoxy]-alpha-oxobenzeneacetic acid methyl ester). The yield is 16.3%. Reaction SMILES: [H-].[Na+].[CH3:3][O:4][C:5](=[O:15])[C:6](=[O:14])[C:7]1[CH:12]=[CH:11][C:10]([OH:13])=[CH:9][CH:8]=1.Cl[CH2:17][C:18]([C:20]1[C:29]2[C:24](=[CH:25][CH:26]=[CH:27][CH:28]=2)[CH:23]=[CH:22][CH:21]=1)=[O:19]>CN(C)C=O>[CH3:3][O:4][C:5](=[O:15])[C:6](=[O:14])[C:7]1[CH:12]=[CH:11][C:10]([O:13][CH2:17][C:18]([C:20]2[C:29]3[C:24](=[CH:25][CH:26]=[CH:27][CH:28]=3)[CH:23]=[CH:22][CH:21]=2)=[O:19])=[CH:9][CH:8]=1 |f:0.1|. Reported procedure: Sodium hydride (55%; 0.238 g) and 4-hydroxy-alpha-oxobenzeneacetic acid methyl ester (0.978 g) in dimethylformamide (12 mL) were stirred at room temperature for 30 minutes and then 2-chloro-1-(1-naphthalenyl)ethanone (1 g) in dimethylformamide (6 mL) was added. The reaction mixture was stirred at 60° C. overnight and worked up as in Example 20. The crude product (1.7 g) was purified by flash chromatography over silica gel (ethyl acetate-hexane-dichloromethane; 2.5:37.5:60) to afford of 0.277 g o... Reactants: O=S(Cl)Cl (SOCl2), OCC(CN1CCOCC1)C1=CC=CC=C1 (1-hydroxy-3-morpholino-2-phenylpropane), OCC(CN1CCOCC1)C1=CC=CC=C1 (1-Hydroxy-3-morpholino-2-phenylpropane), C([O-])(O)=O.[Na+] (sodium bicarbonate). The solvent is ClCCl (dichloromethane), ClCCl (dichloromethane). The product is ClCC(CN1CCOCC1)C1=CC=CC=C1 (1-Chloro-3-morpholino-2-phenylpropane). Isolated yield 76.6%. As a reaction SMILES: O[CH2:2][CH:3]([C:11]1[CH:16]=[CH:15][CH:14]=[CH:13][CH:12]=1)[CH2:4][N:5]1[CH2:10][CH2:9][O:8][CH2:7][CH2:6]1.O=S(Cl)[Cl:19].C(=O)(O)[O-].[Na+]>ClCCl>[Cl:19][CH2:2][CH:3]([C:11]1[CH:16]=[CH:15][CH:14]=[CH:13][CH:12]=1)[CH2:4][N:5]1[CH2:10][CH2:9][O:8][CH2:7][CH2:6]1 |f:2.3|. Reported procedure: To a solution of 1-hydroxy-3-morpholino-2-phenylpropane (650 mg, 2.94 mmol) prepared in the above (3) dissolved solved in dichloromethane (10 ml), SOCl2 (420 mg, 3.53 mmol) in dichloromethane (5 ml) was added while chilling with ice. After the resulting solution was stirred to cause reaction at room temperature for 23 hours, saturated aqueous sodium bicarbonate was added while chilling with ice. The prepared solution was extracted with dichloromethane, and the extract was washed with saturated a... The reactants are C(C1=CC=CC=C1)N1CCN(CC1)CC1CN(CCO1)C(=O)OC(C)(C)C (tert-butyl 2-((4-benzylpiperazin-1-yl)methyl)morpholine-4-carboxylate), FC(C(=O)O)(F)F (trifluoroacetic acid). Solvent: C(Cl)Cl (CH2Cl2). The product is C(C1=CC=CC=C1)N1CCN(CC1)CC1CNCCO1 (2-((4-benzylpiperazin-1-yl)methyl)morpholine). Yield: 225.0%. RXN SMILES: [CH2:1]([N:8]1[CH2:13][CH2:12][N:11]([CH2:14][CH:15]2[O:20][CH2:19][CH2:18][N:17](C(OC(C)(C)C)=O)[CH2:16]2)[CH2:10][CH2:9]1)[C:2]1[CH:7]=[CH:6][CH:5]=[CH:4][CH:3]=1.FC(F)(F)C(O)=O>C(Cl)Cl>[CH2:1]([N:8]1[CH2:9][CH2:10][N:11]([CH2:14][CH:15]2[O:20][CH2:19][CH2:18][NH:17][CH2:16]2)[CH2:12][CH2:13]1)[C:2]1[CH:3]=[CH:4][CH:5]=[CH:6][CH:7]=1. Procedure details: To a solution of tert-butyl 2-((4-benzylpiperazin-1-yl)methyl)morpholine-4-carboxylate (600 mg) in CH2Cl2 (10 ml) is added trifluoroacetic acid (1.8 ml), and the mixture is stirred over night. The solvent is removed under reduced pressure to give 2-((4-benzylpiperazin-1-yl)methyl)morpholine*3 TFA (990 mg).